Dataset: the Open Reaction Database (ORD), a public repository of structured organic reaction records. Task: describe an organic reaction: reactants, conditions, products, and yield Starting materials: CC1CNCCN1c1nnc(-c2ccccc2)c2ccccc12, O=S(=O)(Cl)Cl, c1ccccc1. The product is CC1CN(S(=O)(=O)c2ccccc2)CCN1c1nnc(-c2ccccc2)c2ccccc12. As a reaction SMILES: [CH3:1][CH:2]1[N:3]([c:8]2[n:9][n:10][c:11](-[c:18]3[cH:19][cH:20][cH:21][cH:22][cH:23]3)[c:12]3[cH:13][cH:14][cH:15][cH:16][c:17]23)[CH2:4][CH2:5][NH:6][CH2:7]1.[S:24](=[O:25])(=[O:26])([Cl:27])[Cl:28].[cH:29]1[cH:30][cH:31][cH:32][cH:33][cH:34]1>>[CH3:1][CH:2]1[N:3]([c:8]2[n:9][n:10][c:11](-[c:18]3[cH:19][cH:20][cH:21][cH:22][cH:23]3)[c:12]3[cH:13][cH:14][cH:15][cH:16][c:17]23)[CH2:4][CH2:5][N:6]([S:24](=[O:25])(=[O:26])[c:29]2[cH:30][cH:31][cH:32][cH:33][cH:34]2)[CH2:7]1. The reactants are O=C([O-])[O-], CCCCCCCOc1cnc(-c2ccc(OCC(O)CCOCCC)cc2F)nc1, CCCCCCCOc1cnc(-c2ccc(O)cc2F)nc1, CCN(CC)S(F)(F)F, CCC(C)=O, ClCCl, [K+], [K+], CCCOCCC1CO1, O=C(O)CC(O)C(=O)O. Product: CCCCCCCOc1cnc(-c2ccc(OCC(F)CCOCCC)cc2F)nc1. As a reaction SMILES: [C:81](=[O:82])([O-:83])[O-:84].[CH2:1]([CH2:2][CH2:3][CH2:4][CH2:5][CH2:6][CH3:7])[O:8][c:9]1[cH:10][n:11][c:12](-[c:15]2[c:16]([F:31])[cH:17][c:18]([O:21][CH2:22][CH:23]([CH2:24][CH2:25][O:26][CH2:27][CH2:28][CH3:29])[OH:30])[cH:19][cH:20]2)[n:13][cH:14]1.[CH2:50]([O:51][c:52]1[cH:53][n:54][c:55](-[c:56]2[cH:57][cH:58][c:59]([OH:60])[cH:61][c:62]2[F:71])[n:63][cH:64]1)[CH2:65][CH2:66][CH2:67][CH2:68][CH2:69][CH3:70].[CH2:72]([N:73]([S:74]([F:75])([F:76])[F:77])[CH2:78][CH3:79])[CH3:80].[CH2:87]([C:88]([CH3:89])=[O:90])[CH3:91].[CH2:92]([Cl:93])[Cl:94].[K+:85].[K+:86].[O:32]1[CH:33]([CH2:34][CH2:35][O:36][CH2:37][CH2:38][CH3:39])[CH2:40]1.[OH:41][CH:42]([C:43](=[O:44])[OH:45])[CH2:46][C:47](=[O:48])[OH:49]>>[CH2:1]([CH2:2][CH2:3][CH2:4][CH2:5][CH2:6][CH3:7])[O:8][c:9]1[cH:10][n:11][c:12](-[c:15]2[c:16]([F:31])[cH:17][c:18]([O:21][CH2:22][CH:23]([CH2:24][CH2:25][O:26][CH2:27][CH2:28][CH3:29])[F:71])[cH:19][cH:20]2)[n:13][cH:14]1. Reactants: C(C1=CC=CC=C1)(=O)N1CC(CCC1)C(=O)OCC (ethyl 1-benzoyl-3-piperidinecarboxylate), N1CC(C(=O)OCC)CCC1 (ethyl nipecotate), S1C(=CC=C1)CC(=O)Cl (2-thiopheneacetyl chloride). Yields the product S1C(=CC=C1)CC(=O)N1CC(CCC1)C(=O)OCC (ethyl 1-(2-thiopheneacetyl)-3-piperidinecarboxylate). RXN SMILES: [C:1]([N:9]1[CH2:14][CH2:13][CH2:12][CH:11]([C:15]([O:17][CH2:18][CH3:19])=[O:16])[CH2:10]1)(=[O:8])[C:2]1C=[CH:6][CH:5]=[CH:4][CH:3]=1.N1CCCC(C(OCC)=O)C1.[S:31]1C=CC=C1CC(Cl)=O>>[S:31]1[CH:6]=[CH:5][CH:4]=[C:3]1[CH2:2][C:1]([N:9]1[CH2:14][CH2:13][CH2:12][CH:11]([C:15]([O:17][CH2:18][CH3:19])=[O:16])[CH2:10]1)=[O:8]. Procedure details: The reaction was run in the same manner as ethyl 1-benzoyl-3-piperidinecarboxylate, starting with ethyl nipecotate (201.8 mg; 1.28 mmol) and commercially available 2-thiopheneacetyl chloride (158 μl; 1.28 mmol). The crude product was distilled at 225° C./0.1 torr, giving ethyl 1-(2-thiopheneacetyl)-3-piperidinecarboxylate (250.5 mg) as a yellow oil, which solidified on standing. MS m/z (positive ion) 304 (M+Na+; 60), 282 (MH+; 100). Starting materials: C=CCC(CO)(NS(=O)(=O)c1ccc(Oc2ccc(F)cc2)cc1)C(C)(C)O[SiH2]C(C)(C)C, C1CCOC1, O. Yields the product CC(C)(C)[SiH2]OC(C)(C)C(CO)(CCCO)NS(=O)(=O)c1ccc(Oc2ccc(F)cc2)cc1. Reaction SMILES: [C:1]([CH3:2])([CH3:3])([CH3:4])[SiH2:5][O:6][C:7]([C:8]([CH2:9][CH:10]=[CH2:11])([CH2:12][OH:13])[NH:14][S:15](=[O:16])(=[O:17])[c:18]1[cH:19][cH:20][c:21]([O:24][c:25]2[cH:26][cH:27][c:28]([F:31])[cH:29][cH:30]2)[cH:22][cH:23]1)([CH3:32])[CH3:33].[CH2:35]1[O:36][CH2:37][CH2:38][CH2:39]1.[OH2:34]>>[C:1]([CH3:2])([CH3:3])([CH3:4])[SiH2:5][O:6][C:7]([C:8]([CH2:9][CH2:10][CH2:11][OH:34])([CH2:12][OH:13])[NH:14][S:15](=[O:16])(=[O:17])[c:18]1[cH:19][cH:20][c:21]([O:24][c:25]2[cH:26][cH:27][c:28]([F:31])[cH:29][cH:30]2)[cH:22][cH:23]1)([CH3:32])[CH3:33]. Starting materials: ClC1=CC=C(C=O)C=C1 (4-chlorobenzaldehyde), C(C)(C)(C)OC(=O)N1C(OC[C@@H]1C#C)(C)C ((S)-4-ethynyl-2,2-dimethyl-oxazolidine-3-carboxylic acid tert-butyl ester), C(CCC)[Li] (n-butyllithium). Run in C1CCOC1 (THF), C1CCOC1 (THF), CCCCCC (hexane). Conditions: time 30 minute. Yields the product C(C)(C)(C)OC(=O)N1C(OC[C@@H]1C#CC(O)C1=CC=C(C=C1)Cl)(C)C ((S)-4-[3-(4-chloro-phenyl)-3-hydroxy-prop-1-ynyl]-2,2-dimethyl-oxazolidine-3-carboxylic acid tert-butyl ester). Reaction SMILES: [C:1]([O:5][C:6]([N:8]1[C@@H:12]([C:13]#[CH:14])[CH2:11][O:10][C:9]1([CH3:16])[CH3:15])=[O:7])([CH3:4])([CH3:3])[CH3:2].C([Li])CCC.[Cl:22][C:23]1[CH:30]=[CH:29][C:26]([CH:27]=[O:28])=[CH:25][CH:24]=1>C1COCC1.CCCCCC>[C:1]([O:5][C:6]([N:8]1[C@@H:12]([C:13]#[C:14][CH:27]([C:26]2[CH:29]=[CH:30][C:23]([Cl:22])=[CH:24][CH:25]=2)[OH:28])[CH2:11][O:10][C:9]1([CH3:16])[CH3:15])=[O:7])([CH3:4])([CH3:3])[CH3:2]. Reported procedure: To a stirred solution of (S)-4-ethynyl-2,2-dimethyl-oxazolidine-3-carboxylic acid tert-butyl ester (3.16 g; CAS 173065-16-2) in dry THF (20 ml) under an argon atmosphere at −78° C. was added dropwise a solution of n-butyllithium in hexane (10.5 ml, 1.6 M solution) and stirring continued for 30 min. A solution of 4-chlorobenzaldehyde (2.17 g) in THF (10 ml) was added dropwise and the mixture was stirred for a further 2 h at −78° C. The reaction mixture was then quenched by careful addition of wat... Reactants: C(C)OC(C=CC1=C(C=C(C=C1)OC1=CC(=CC(=C1)OC)F)C)=O (3-[4-(3-fluoro-5-methoxy-phenoxy)-2-methyl-phenyl]-acrylic acid ethyl ester). The reagents and catalysts are [Pd] (Pd/C). The solvent is C(C)(=O)OCC (ethyl acetate). Run at time 3 hour. Product: C(C)OC(CCC1=C(C=C(C=C1)OC1=CC(=CC(=C1)OC)F)C)=O (3-[4-(3-Fluoro-5-methoxy-phenoxy)-2-methyl-phenyl]-propionic acid ethyl ester). Isolated yield 72.7%. As a reaction SMILES: [CH2:1]([O:3][C:4](=[O:24])[CH:5]=[CH:6][C:7]1[CH:12]=[CH:11][C:10]([O:13][C:14]2[CH:19]=[C:18]([O:20][CH3:21])[CH:17]=[C:16]([F:22])[CH:15]=2)=[CH:9][C:8]=1[CH3:23])[CH3:2]>C(OCC)(=O)C.[Pd]>[CH2:1]([O:3][C:4](=[O:24])[CH2:5][CH2:6][C:7]1[CH:12]=[CH:11][C:10]([O:13][C:14]2[CH:19]=[C:18]([O:20][CH3:21])[CH:17]=[C:16]([F:22])[CH:15]=2)=[CH:9][C:8]=1[CH3:23])[CH3:2]. Procedure details: A mixture of 3-[4-(3-fluoro-5-methoxy-phenoxy)-2-methyl-phenyl]-acrylic acid ethyl ester (0.98 g, 2.96 mmol) and 10% Pd/C (0.50 g) in ethyl acetate (50 mL) is purged with N2, and then with H2. The mixture is stirred under a hydrogen balloon for three hours. The reaction is filtered through hyflo, and the solvent is removed in vacuo to afford 0.715 g (73%) of the title compound. Rf=0.53 (2/1 hexanes/EtOAc). 1H NMR (400 MHz, CDCl3); MS (ES+) m/z mass calculated for C19H21O4F 332, found 333 (M+1, 1...